Dataset: the Open Reaction Database (ORD), a public repository of structured organic reaction records. Task: describe an organic reaction: reactants, conditions, products, and yield Conditions: time 21 hour. Yields the product C(C=O)(=O)[O-] (glyoxylate), C(=O)[O-] (formate), C(C(=O)[O-])(=O)[O-] (oxalate). Procedure: The procedure described in Example 1 was repeated using an aqueous solution containing glycolic acid (0.500M), AMPA (0.500M), FMN (0.01 mM), isobutyric acid (HPLC internal standard, 0.100M), spinach glycolate oxidase (1.0 IU/mL), and soluble Aspergillus niger catalase (14,000 IU/mL) at pH 8.5 and at 5° C. After 21 h, the HPLC yields of glyoxylate, formate, and oxalate were 85.2%, 1.5%, and 3.3%, respectively, and 5.5% glycolate remained. The remaining activities of glycolate oxidase and catalase... As a reaction SMILES: [C:1]([OH:5])(=[O:4])[CH2:2][OH:3].CC1ONC(=[O:10])C=1CC(N)[C:15]([OH:17])=[O:16].C(O)(=O)C(C)C.[C:25]([O-:29])(=[O:28])[CH2:26][OH:27]>>[C:1]([O-:5])(=[O:4])[CH:2]=[O:3].[CH:15]([O-:17])=[O:16].[C:26]([O-:10])(=[O:27])[C:25]([O-:29])=[O:28]. Starting materials: C(CO)(=O)O (glycolic acid), CC1=C(C(=O)NO1)CC(C(=O)O)N (AMPA), C(C(C)C)(=O)O (isobutyric acid), C(CO)(=O)[O-] (glycolate). The reactants are C1(=CC=CC2=CC=CC=C12)P(C1=C(C=CC=C1)P(OCC)OCC)C1=CC=CC2=CC=CC=C12 (diethyl 2-[di(1-naphthyl)phosphino]phenylphosphonite), [H-].[Al+3].[Li+].[H-].[H-].[H-] (lithium aluminum hydride), Cl[Si](C)(C)C (chlorotrimethylsilane). Yields the product C1(=CC=CC2=CC=CC=C12)P(C1=C(C=CC=C1)P)C1=CC=CC2=CC=CC=C12 (2-[di(1-naphthyl)phosphino]phenylphosphine). As a reaction SMILES: [C:1]1([P:11]([C:25]2[C:34]3[C:29](=[CH:30][CH:31]=[CH:32][CH:33]=3)[CH:28]=[CH:27][CH:26]=2)[C:12]2[CH:17]=[CH:16][CH:15]=[CH:14][C:13]=2[P:18](OCC)OCC)[C:10]2[C:5](=[CH:6][CH:7]=[CH:8][CH:9]=2)[CH:4]=[CH:3][CH:2]=1.[H-].[Al+3].[Li+].[H-].[H-].[H-].Cl[Si](C)(C)C>>[C:1]1([P:11]([C:25]2[C:34]3[C:29](=[CH:30][CH:31]=[CH:32][CH:33]=3)[CH:28]=[CH:27][CH:26]=2)[C:12]2[CH:17]=[CH:16][CH:15]=[CH:14][C:13]=2[PH2:18])[C:10]2[C:5](=[CH:6][CH:7]=[CH:8][CH:9]=2)[CH:4]=[CH:3][CH:2]=1 |f:1.2.3.4.5.6|. Reported procedure: For example, 2-bromophenol (4) is reacted with trifluoromethanesulfonic anhydride to form 2-(trifluoromethanesulfonyl)oxy-bromobenzene (5), which is then reacted with di(1-naphthyl)phosphine in the presence of a palladium complex catalyst to obtain (2-bromophenyl)[di(1-naphthyl)]phosphine (6). Next, the compound (6) is reacted with diethyl chlorophosphite in the presence of n-butyllithium to obtain diethyl 2-[di(1-naphthyl)phosphino]phenylphosphonite (7). Then, the compound (7) is reduced with l... The reactants are residue, C(O)([O-])=O.[Na+] (sodium hydrogencarbonate), Cl (hydrochloric acid), S(=O)(=O)(OC)OC (dimethyl sulfate), I(=O)(=O)(=O)[O-].[Na+] (sodium metaperiodate), ice water, [Na] (sodium), C(O)([O-])=O.[Na+] (sodium hydrogencarbonate), C(C(=O)O)(=O)O (oxalic acid), O1[C@@H](CO)[C@@H]1C1=CC=C(C=C1)OC(C)=O ((2S,3S)-2,3-epoxy-3-(4-acetoxyphenyl)propanol), C(O)([O-])=O.[Na+] (sodium hydrogencarbonate). Reagents/catalysts: [Ru](=O)=O (ruthenium dioxide), [Ru](=O)=O (ruthenium dioxide). The solvent is O (water), C(C)(C)O (isopropanol), CN(C=O)C (dimethyl formamide). Conditions: time 20 hour. Yields the product O1[C@@H](C(=O)OC)[C@@H]1C1=CC=C(C=C1)OC(C)=O (methyl (2R,3S)-2,3-epoxy-3-(4-acetoxyphenyl)propionate). Yield: 60.9%. As a reaction SMILES: [Na].[C:2](=O)([O-])[OH:3].[Na+].[O:7]1[C@@H:11]([C:12]2[CH:17]=[CH:16][C:15]([O:18][C:19](=[O:21])[CH3:20])=[CH:14][CH:13]=2)[C@@H:8]1[CH2:9][OH:10].I([O-])(=O)(=O)=O.[Na+].Cl.C(O)(=O)C(O)=O.S(OC)(OC)(=O)=O>O.CN(C)C=O.[Ru](=O)=O.C(O)(C)C>[O:7]1[C@@H:11]([C:12]2[CH:13]=[CH:14][C:15]([O:18][C:19](=[O:21])[CH3:20])=[CH:16][CH:17]=2)[C@@H:8]1[C:9]([O:3][CH3:2])=[O:10] |f:1.2,4.5,^1:0|. Reported procedure: To a solution of 20.112 g (94.03 mmol) of sodium metaperiodide in 273 ml of water is added 5.321 g (63.34 mmol) of sodium hydrogencarbonate in small portions with stirring, whereby white salt is precipitated. Acetonitrile (182 ml) and carbon tetrachloride (182 ml) are added to the reaction mixture with stirring. Then 91 mg (0.684 mmol) of ruthenium dioxide and 6.528 g (31.35 mmol) of (2S,3S)-2,3-epoxy-3-(4-acetoxyphenyl)propanol (II) are added at 2°-3° C. Further 13.41 g (62.7 mmol) of sodium me... Starting materials: CCCCCCN, Cc1ccccc1, COCC(Cl)C=O. The product is CCCCCCNC(C=O)COC. Reaction SMILES: [CH2:8]([CH2:9][CH2:10][CH2:11][CH2:12][CH3:13])[NH2:14].[CH3:15][c:16]1[cH:17][cH:18][cH:19][cH:20][cH:21]1.[Cl:1][CH:2]([CH:3]=[O:4])[CH2:5][O:6][CH3:7]>>[CH:2]([CH:3]=[O:4])([CH2:5][O:6][CH3:7])[NH:14][CH2:8][CH2:9][CH2:10][CH2:11][CH2:12][CH3:13]. Starting materials: OCCCCOC1=CC=C(C(=O)O)C=C1 (4-(4-Hydroxybutoxy)benzoic acid), C(C(=C)C)(=O)O (methacrylic acid). Yields the product C(C(=C)C)(=O)OCCCCOC1=CC=C(C(=O)O)C=C1 (4-(4-methacryloxybutoxy)benzoic acid), acid. As a reaction SMILES: [OH:1][CH2:2][CH2:3][CH2:4][CH2:5][O:6][C:7]1[CH:15]=[CH:14][C:10]([C:11]([OH:13])=[O:12])=[CH:9][CH:8]=1.[C:16](O)(=[O:20])[C:17]([CH3:19])=[CH2:18]>>[C:16]([O:1][CH2:2][CH2:3][CH2:4][CH2:5][O:6][C:7]1[CH:15]=[CH:14][C:10]([C:11]([OH:13])=[O:12])=[CH:9][CH:8]=1)(=[O:20])[C:17]([CH3:19])=[CH2:18]. Reported procedure: 4-(4-Hydroxybutoxy)benzoic acid (prepared by the method of Whitcombe et al., Polymer Comm., 32, 380-381 (1991)) was esterified with methacrylic acid by the method described in Portugall et al., Makromol. Chem 183, 2311 (1982) to give an oil which was precipitated into water, filtered, dried and recrystallized from 2-propanol to give 4-(4-methacryloxybutoxy)benzoic acid, melting point 103°-106° C. acid was converted to the desired acid chloride by the method described in the aforementioned Portug... The reactants are Brc1ccc2c(c1)nnn2C(c1ccccc1)(c1ccccc1)c1ccccc1, O=C([O-])[O-], Bc1cccc(CN(CCCN(C)C)Cc2ccccc2)c1, CCOCC, [Cs+], [Cs+], C1COCCO1, O. The product is CN(C)CCCN(Cc1ccccc1)Cc1cccc(-c2ccc3c(c2)nnn3C(c2ccccc2)(c2ccccc2)c2ccccc2)c1. Reaction SMILES: [Br:1][c:2]1[cH:3][c:4]2[c:5]([n:6]([C:9]([c:10]3[cH:11][cH:12][cH:13][cH:14][cH:15]3)([c:16]3[cH:17][cH:18][cH:19][cH:20][cH:21]3)[c:22]3[cH:23][cH:24][cH:25][cH:26][cH:27]3)[n:7][n:8]2)[cH:28][cH:29]1.[C:52](=[O:53])([O-:54])[O-:55].[CH2:30]([c:31]1[cH:32][cH:33][cH:34][cH:35][cH:36]1)[N:37]([CH2:38][CH2:39][CH2:40][N:41]([CH3:42])[CH3:43])[CH2:44][c:45]1[cH:46][c:47]([BH2:51])[cH:48][cH:49][cH:50]1.[CH3:65][CH2:66][O:67][CH2:68][CH3:69].[Cs+:56].[Cs+:57].[O:59]1[CH2:60][CH2:61][O:62][CH2:63][CH2:64]1.[OH2:58]>>[c:2]1(-[c:47]2[cH:46][c:45]([CH2:44][N:37]([CH2:30][c:31]3[cH:32][cH:33][cH:34][cH:35][cH:36]3)[CH2:38][CH2:39][CH2:40][N:41]([CH3:42])[CH3:43])[cH:50][cH:49][cH:48]2)[cH:3][c:4]2[c:5]([n:6]([C:9]([c:10]3[cH:11][cH:12][cH:13][cH:14][cH:15]3)([c:16]3[cH:17][cH:18][cH:19][cH:20][cH:21]3)[c:22]3[cH:23][cH:24][cH:25][cH:26][cH:27]3)[n:7][n:8]2)[cH:28][cH:29]1. The reactants are [Li]CCCC, CC(C)NC(C)C, Nc1cccc(F)c1, O=C(O)c1cc(F)c(F)cc1F. The product is O=C(O)c1cc(F)c(F)cc1Nc1cccc(F)c1. RXN SMILES: [CH3:1][CH2:2][CH2:3][CH2:4][Li:5].[CH:6]([NH:7][CH:8]([CH3:9])[CH3:10])([CH3:11])[CH3:12].[F:13][c:14]1[cH:15][c:16]([NH2:17])[cH:18][cH:19][cH:20]1.[F:21][c:22]1[c:23]([C:24](=[O:25])[OH:26])[cH:27][c:28]([F:32])[c:29]([F:31])[cH:30]1>>[F:13][c:14]1[cH:15][c:16]([NH:17][c:22]2[c:23]([C:24](=[O:25])[OH:26])[cH:27][c:28]([F:32])[c:29]([F:31])[cH:30]2)[cH:18][cH:19][cH:20]1. Reactants: ClC=1C=C2C=C(NC2=CC1Cl)CC(F)(F)F (5,6-Dichloro-2-(2,2,2-trifluoro-ethyl)-1H-indole), [H-].[Na+] (NaH), ClC1=CC=CC=2N(C(=NC21)CC(F)(F)F)Cl (dichloro-2-(2,2,2-trifluoro-ethyl)-1H-benzoimidazole), BrCC=1C(=CC=CC1)C#N (α-bromo-o-tolunitrile), [NH4+].[Cl-] (NH4Cl). Run in CN(C)C=O (DMF). Conditions: temperature 0 celsius, time 0.5 hour. The product is EtOAc hexanes, ClC1=CC2=C(N(C(=N2)CC(F)(F)F)CC2=C(C#N)C=CC=C2)C=C1Cl (2-[5,6-Dichloro-2-(2,2,2-trifluoro-ethyl)-benzoimidazol-1-ylmethyl]-benzonitrile). Yield: 0.0%. RXN SMILES: [H-].[Na+].ClC1C2N=C(CC(F)(F)F)[N:9](Cl)C=2C=CC=1.[Cl:19][C:20]1[CH:21]=[C:22]2[C:26](=[CH:27][C:28]=1[Cl:29])[NH:25][C:24]([CH2:30][C:31]([F:34])([F:33])[F:32])=C2.Br[CH2:36][C:37]1[C:38]([C:43]#[N:44])=[CH:39][CH:40]=[CH:41][CH:42]=1.[NH4+].[Cl-]>CN(C=O)C>[Cl:29][C:28]1[C:20]([Cl:19])=[CH:21][C:22]2[N:9]([CH2:36][C:37]3[CH:42]=[CH:41][CH:40]=[CH:39][C:38]=3[C:43]#[N:44])[C:24]([CH2:30][C:31]([F:32])([F:33])[F:34])=[N:25][C:26]=2[CH:27]=1 |f:0.1,5.6|. Procedure details: NaH (60%) (60 mg, 1.5 mmol) was added into a solution of dichloro-2-(2,2,2-trifluoro-ethyl)-1H-benzoimidazole. 5,6-Dichloro-2-(2,2,2-trifluoro-ethyl)-1H-indole (269 mg, 1 mmol) in DMF (5 ml) at 0° C. The resulting mixture was stirred at 0° C. for half hour. α-bromo-o-tolunitrile (294 mg, 1.5 mmol) was then added to the reaction mixture at 0° C. The reaction temperature was raised to 25° C. and then the reaction mixture was stirred for 18 hours. NH4Cl (aq.) was added and extracted with EtOAc. The... Starting materials: C(C1=CC=CC=C1)SCP(OCC)(OCC)=O (diethyl (benzylthiomethyl)phosphonate), ClC=1C=C(C(=O)OO)C=CC1 (m-chloroperoxybenzoic acid). The solvent is C(Cl)Cl (methylene chloride). Conditions: time 1 hour. The product is C(C)OP(OCC)(=O)CS(=O)CC1=CC=CC=C1 (Diethyl(benzylsulfinylmethyl)phosphonate). RXN SMILES: [CH2:1]([S:8][CH2:9][P:10](=[O:17])([O:14][CH2:15][CH3:16])[O:11][CH2:12][CH3:13])[C:2]1[CH:7]=[CH:6][CH:5]=[CH:4][CH:3]=1.ClC1C=C(C=CC=1)C(OO)=[O:23]>C(Cl)Cl>[CH2:12]([O:11][P:10]([CH2:9][S:8]([CH2:1][C:2]1[CH:3]=[CH:4][CH:5]=[CH:6][CH:7]=1)=[O:23])(=[O:17])[O:14][CH2:15][CH3:16])[CH3:13]. Reported procedure: A solution of diethyl (benzylthiomethyl)phosphonate (10 g., 0.036 mole) in 75 ml. of methylene chloride was, with ice-bath cooling, treated with 7.29 g. (0.036 mole) of m-chloroperoxybenzoic acid portionwise. After the addition was complete, the mixture was stirred for 1 hour at ambient temperature, filtered to remove precipitate, and the filtrate concentrated in vacuo. The residue was chromatographed on silica gel by eluting the column with ethyl acetate which gave 5.9 g. of the title compound.